Dataset: the Open Reaction Database (ORD), a public repository of structured organic reaction records. Task: describe an organic reaction: reactants, conditions, products, and yield The reactants are C(C)(=O)Cl (acetyl chloride), C(CC(O)(C(=O)O)CC(=O)O)(=O)O (citric acid), FC(OC=1C=C2C=CNC2=CC1)(F)F (5-(trifluoromethoxy)-1H-indole), [Cl-].C(C)[Al+]CC (diethylaluminum chloride). Run in C(Cl)Cl (CH2Cl2), C(Cl)Cl (CH2Cl2). Conditions: time 30 minute. Yields the product FC(OC=1C=C2C(=CNC2=CC1)C(C)=O)(F)F (1-(5-Trifluoromethoxy-1H-indol-3-yl)-ethanone). Reaction SMILES: [F:1][C:2]([F:14])([F:13])[O:3][C:4]1[CH:5]=[C:6]2[C:10](=[CH:11][CH:12]=1)[NH:9][CH:8]=[CH:7]2.[Cl-].C([Al+]CC)C.[C:21](Cl)(=[O:23])[CH3:22].C(O)(=O)CC(CC(O)=O)(C(O)=O)O>C(Cl)Cl>[F:14][C:2]([F:1])([F:13])[O:3][C:4]1[CH:5]=[C:6]2[C:10](=[CH:11][CH:12]=1)[NH:9][CH:8]=[C:7]2[C:21](=[O:23])[CH3:22] |f:1.2|. Reported procedure: To a solution of 5-(trifluoromethoxy)-1H-indole [262593-63-5] (1.00 g, 4.97 mmol) in CH2Cl2 (20 mL), cooled to 0° C., was added dropwise diethylaluminum chloride (1M solution in hexane; 7.46 mL, 7.46 mmol), and stirring was continued for 30 min. A solution of acetyl chloride (0.532 mL, 7.46 mmol) in CH2Cl2 (20 mL) was subsequently added, and the reaction mixture was stirred at 0° C. for 1 h. A 5% aqueous citric acid solution (100 mL) was then added at 0° C., and the mixture was stirred for 15 mi... Starting materials: O.CO (water methanol), [OH-].[K+] (potassium hydroxide), C(CC(=O)C)(=O)OC (methyl acetoacetate), NC1=C(N)C=C(C(=C1)Cl)Cl (2-amino-4,5-dichloroaniline). Solvent: C=1(C(=CC=CC1)C)C (xylene), C=1(C(=CC=CC1)C)C (xylene). Reaction conditions: temperature 120 celsius. The product is C(=C)(C)N1C(NC2=C1C=C(C(=C2)Cl)Cl)=O (3-Isopropenyl-5,6-dichloro-2(3H)-benzimidazolone). Reaction SMILES: [OH-:1].[K+].C(OC)(=O)[CH2:4][C:5]([CH3:7])=O.[NH2:11][C:12]1[CH:18]=[C:17]([Cl:19])[C:16]([Cl:20])=[CH:15][C:13]=1[NH2:14].O.[CH3:22]O>C1(C)C(C)=CC=CC=1>[C:5]([N:14]1[C:13]2[CH:15]=[C:16]([Cl:20])[C:17]([Cl:19])=[CH:18][C:12]=2[NH:11][C:22]1=[O:1])([CH3:7])=[CH2:4] |f:0.1,4.5|. Reported procedure: 0.3 ml of 47% potassium hydroxide and 160 mmol of methyl acetoacetate in 20 ml of xylene are successively added to 150 mmol of 2-amino-4,5-dichloroaniline in 50 ml of xylene, stirred at 120° C. The whole mixture is brought to reflux for 4 hours, the water/methanol mixture formed being removed by means of a Dean and Stark apparatus. After addition of 26 ml of 47% potassium hydroxide and 17 ml of water, the aqueous phase is washed with xylene and then neutralized with acetic acid. The expected pro... Reaction SMILES: [Br:1]C1C(C)=C(NCC2C=C(C(C)(C)C)SC=2C(O)=O)C=CC=1.[CH3:23][C:24]1[N:25]=[C:26]([C:33]([CH3:36])([CH3:35])[CH3:34])[S:27][C:28]=1[C:29]([O:31][CH3:32])=[O:30].BrN1C(=O)CCC1=O>C(Cl)(Cl)(Cl)Cl>[Br:1][CH2:23][C:24]1[N:25]=[C:26]([C:33]([CH3:36])([CH3:35])[CH3:34])[S:27][C:28]=1[C:29]([O:31][CH3:32])=[O:30]. Procedure details: Using the same general procedure as described for the preparation of 102e, reaction of methyl 4-methyl-2-tert-butylthiazole-5-carboxylate with N-bromo-succinimide in carbon tetrachloride afforded 125a. Starting materials: BrC=1C(=C(C=CC1)NCC1=C(SC(=C1)C(C)(C)C)C(=O)O)C (3-((3-Bromo-2-methylphenylamino)methyl)-5-tert-butylthiophene-2-carboxylic Acid), CC=1N=C(SC1C(=O)OC)C(C)(C)C (methyl 4-methyl-2-tert-butylthiazole-5-carboxylate), BrN1C(CCC1=O)=O (N-bromo-succinimide). Solvent: C(Cl)(Cl)(Cl)Cl (carbon tetrachloride). Yields the product BrCC=1N=C(SC1C(=O)OC)C(C)(C)C (Methyl 4-(Bromomethyl)-2-tert-butylthiazole-5-carboxylate). Conditions: temperature 90 celsius. Isolated yield 55.0%. As a reaction SMILES: [F:1][C:2]([F:17])([F:16])[S:3]([O:6][C:7]1[CH:8]=[C:9]2[CH:15]=[CH:14][S:13][C:10]2=[CH:11][N:12]=1)(=[O:5])=[O:4].C([O-])(=O)C.[Na+].[Br:23]Br.CC(O)=O.C([O-])([O-])=O.[Na+].[Na+]>>[F:17][C:2]([F:1])([F:16])[S:3]([O:6][C:7]1[CH:8]=[C:9]2[C:15]([Br:23])=[CH:14][S:13][C:10]2=[CH:11][N:12]=1)(=[O:5])=[O:4] |f:1.2,5.6.7|. Reactants: FC(S(=O)(=O)OC=1C=C2C(=CN1)SC=C2)(F)F (thieno[2,3-c]pyridin-5-yl trifluoromethanesulfonate), C(C)(=O)[O-].[Na+] (sodium acetate), BrBr (bromine), CC(=O)O (AcOH), C(=O)([O-])[O-].[Na+].[Na+] (Na2CO3). Product: FC(S(=O)(=O)OC=1C=C2C(=CN1)SC=C2Br)(F)F (3-bromothieno[2,3-c]pyridin-5-yl trifluoromethanesulfonate). Procedure details: A sealable vial was charged with thieno[2,3-c]pyridin-5-yl trifluoromethanesulfonate (109 mg, 0.300 mmol), sodium acetate (75.3 mg, 0.900 mmol) and 1.0 M bromine in AcOH (0.900 mL, 0.900 mmol). The reaction was heated in a microwave reactor at 90° C. for 2 h. The reaction mixture was treated with aqueous Na2CO3 until the pH was >9, then extracted with EtOAc (3×20 mL). The combined extracts were washed with water (10 mL) and brine (10 mL), dried over MgSO4, and concentrated in vacuo. The residue ... Reactants: CCc1[nH]c(C(=O)O)nc1Cl, CCOC(=O)c1cncc(N2CCC(N)C(OC)C2)c1, On1nnc2ccccc21. The product is CCOC(=O)c1cncc(N2CCC(NC(=O)c3nc(Cl)c(CC)[nH]3)C(OC)C2)c1. As a reaction SMILES: [Cl:21][c:22]1[n:23][c:24]([C:29](=[O:30])[OH:31])[nH:25][c:26]1[CH2:27][CH3:28].[NH2:1][CH:2]1[CH:3]([O:19][CH3:20])[CH2:4][N:5]([c:8]2[cH:9][c:10]([C:14](=[O:15])[O:16][CH2:17][CH3:18])[cH:11][n:12][cH:13]2)[CH2:6][CH2:7]1.[OH:32][n:33]1[c:34]2[c:35]([cH:36][cH:37][cH:38][cH:39]2)[n:40][n:41]1>>[NH:1]([CH:2]1[CH:3]([O:19][CH3:20])[CH2:4][N:5]([c:8]2[cH:9][c:10]([C:14](=[O:15])[O:16][CH2:17][CH3:18])[cH:11][n:12][cH:13]2)[CH2:6][CH2:7]1)[C:29]([c:24]1[n:23][c:22]([Cl:21])[c:26]([CH2:27][CH3:28])[nH:25]1)=[O:30]. Run in C1CCOC1.O (THF H2O). RXN SMILES: Br[C:2]1[CH:7]=[CH:6][C:5]([C:8](=[C:16]2[CH2:23][CH2:22][CH2:21][CH2:20][CH2:19][CH2:18][CH2:17]2)[C:9]2[CH:14]=[CH:13][C:12]([OH:15])=[CH:11][CH:10]=2)=[CH:4][CH:3]=1.[O:24]1[CH:28]=[CH:27][C:26](B(O)O)=[CH:25]1.C([O-])([O-])=O.[Na+].[Na+]>Cl[Pd](Cl)([P](C1C=CC=CC=1)(C1C=CC=CC=1)C1C=CC=CC=1)[P](C1C=CC=CC=1)(C1C=CC=CC=1)C1C=CC=CC=1.C1COCC1.O>[C:16]1(=[C:8]([C:5]2[CH:6]=[CH:7][C:2]([C:26]3[CH:27]=[CH:28][O:24][CH:25]=3)=[CH:3][CH:4]=2)[C:9]2[CH:14]=[CH:13][C:12]([OH:15])=[CH:11][CH:10]=2)[CH2:17][CH2:18][CH2:19][CH2:20][CH2:21][CH2:22][CH2:23]1 |f:2.3.4,6.7,^1:40,59|. Yield: 76.0%. The product is C1(CCCCCCC1)=C(C1=CC=C(C=C1)O)C1=CC=C(C=C1)C1=COC=C1 (4-{Cyclooctylidene[4-(3-furanyl)phenyl]methyl}phenol). Starting materials: BrC1=CC=C(C=C1)C(C1=CC=C(C=C1)O)=C1CCCCCCC1 (4-[(4-bromophenyl)(cyclooctylidene)methyl]phenol), O1C=C(C=C1)B(O)O (3-furanylboronic acid), C(=O)([O-])[O-].[Na+].[Na+] (Na2CO3). The reagents and catalysts are Cl[Pd]([P](C1=CC=CC=C1)(C2=CC=CC=C2)C3=CC=CC=C3)([P](C4=CC=CC=C4)(C5=CC=CC=C5)C6=CC=CC=C6)Cl (PdCl2(PPh3)2). Procedure: The procedure described for 202 was used. A round-bottomed flask was charged with 4-[(4-bromophenyl)(cyclooctylidene)methyl]phenol (49) (0.150 g, 0.404 mmol), PdCl2(PPh3)2, (0.028 g, 0.40 mmol), 3-furanylboronic acid (0.090 g, 0.80 mmol), Na2CO3 (0.086 g, 0.808 mmol), and THF/H2O (4:1, 5 mL). The reaction mixture was refluxed for 10 h. Upon usual work-up and purification by flash silica gel chromatography provided 0.110 g (76%) of compound 204 as a white solid. 1H NMR (300 MHz, DMSO-d6): δ 9.29 ... Reactants: BrC=1C=C2CCCC(C2=CC1)=O (6-bromo-3,4-dihydronaphthalen-1(2H)-one), CB(O)O (methyl boronic acid), C1=CC=C(C=C1)P(C2=CC=CC=C2)C3=CC=CC=C3 (PPh3), [O-]P(=O)([O-])[O-].[K+].[K+].[K+] (K3PO4). The reagents and catalysts are CC(=O)[O-].CC(=O)[O-].[Pd+2] (Pd(OAc)2). Run in C1CCOC1 (THF). Product: CC=1C=C2CCCC(C2=CC1)=O (6-methyl-3,4-dihydronaphthalen-1(2H)-one). Yield: 88.0%. As a reaction SMILES: Br[C:2]1[CH:3]=[C:4]2[C:9](=[CH:10][CH:11]=1)[C:8](=[O:12])[CH2:7][CH2:6][CH2:5]2.[CH3:13]B(O)O.C1C=CC(P(C2C=CC=CC=2)C2C=CC=CC=2)=CC=1.[O-]P([O-])([O-])=O.[K+].[K+].[K+]>C1COCC1.CC([O-])=O.CC([O-])=O.[Pd+2]>[CH3:13][C:2]1[CH:3]=[C:4]2[C:9](=[CH:10][CH:11]=1)[C:8](=[O:12])[CH2:7][CH2:6][CH2:5]2 |f:3.4.5.6,8.9.10|. Procedure details: A solution of 19 (1.4 g, 6.1 mmol), methyl boronic acid (0.6 g, 9.3 mmol), Pd(OAc)2 (0.07 g, 0.31 mmol), PPh3 (0.16 g, 0.61 mmol), and K3PO4 (5.2 g, 24 mmol) in dry THF were stirred at reflux under N2 atm overnight. After cooling at room temperature, crude was filtered through celite, concentrated by rotary evaporation, and purified by column chromatography to give 6-methyl-3,4-dihydronaphthalen-1(2H)-one (20) (88%). 1H NMR (600 MHz, CDCl3) δ 7.93 (d, J=12.0 Hz, 1H), 7.11 (d, J=12.0 Hz, 1H), 7.0... Starting materials: FC1=CC=C(CBr)C=C1 (4-fluorobenzyl bromide), C1(=CC=CC=C1)P(C1=CC=CC=C1)C1=CC=CC=C1 (triphenylphosphine). The solvent is C(C)#N (acetonitrile). Product: [Br-].FC1=CC=C(C=C1)[P+](C1=CC=CC=C1)(C1=CC=CC=C1)C1=CC=CC=C1 (4-Fluorophenyltriphenylphosphonium bromide). RXN SMILES: [F:1][C:2]1[CH:9]=[CH:8][C:5](C[Br:7])=[CH:4][CH:3]=1.[C:10]1([P:16]([C:23]2[CH:28]=[CH:27][CH:26]=[CH:25][CH:24]=2)[C:17]2[CH:22]=[CH:21][CH:20]=[CH:19][CH:18]=2)[CH:15]=[CH:14][CH:13]=[CH:12][CH:11]=1>C(#N)C>[Br-:7].[F:1][C:2]1[CH:3]=[CH:4][C:5]([P+:16]([C:17]2[CH:18]=[CH:19][CH:20]=[CH:21][CH:22]=2)([C:23]2[CH:28]=[CH:27][CH:26]=[CH:25][CH:24]=2)[C:10]2[CH:11]=[CH:12][CH:13]=[CH:14][CH:15]=2)=[CH:8][CH:9]=1 |f:3.4|. Procedure details: 98.6 g (0.52 mol) of 4-fluorobenzyl bromide (XIV, R1 =4-fluorophenyl, X=Br) and 136.7 g (0.52 mol) of triphenylphosphine in 400 ml of acetonitrile are boiled under reflux for 6 hours. After cooling, the mixture is concentrated to one half the volume in vacuo, cooled in an ice bath, and the crystals which have separated out are filtered off with suction and washed with cold acetonitrile and diethyl ether. The crystals are thoroughly dried in vacuo at 100° C.